From a dataset of the Open Reaction Database (ORD), a public repository of structured organic reaction records. describe an organic reaction: reactants, conditions, products, and yield Reactants: ice water, ice, CC1=C(C=CC=C1)O (2-methylphenol), [N+](=O)(O)[O-] (nitric acid). Run in C(C)(=O)O (acetic acid). The product is CC1=C(C(=CC=C1)[N+](=O)[O-])O (2-methyl-6-nitrophenol). Reaction SMILES: [CH3:1][C:2]1[CH:7]=[CH:6][CH:5]=[CH:4][C:3]=1[OH:8].[N+:9]([O-])([OH:11])=[O:10]>C(O)(=O)C>[CH3:1][C:2]1[CH:7]=[CH:6][CH:5]=[C:4]([N+:9]([O-:11])=[O:10])[C:3]=1[OH:8]. Procedure details: To an ice-cooled solution of 2-methylphenol (10.8 g, 0.1-mmol) in acetic acid, fuming nitric acid (6.3 g) was slowly added with stirring to start reaction. The reaction mixture was stirred at a temperature of 20° C. or below for 1 h and thereafter poured into ice water. The reaction product was extracted with ethyl acetate and the extracted layer was washed with water, saturated sodium hydrogencarbonate and a saturated aqueous solution of sodium chloride in the order written. Thereafter, the was... The reactants are CO, CC1(C)Cc2cc(C(=O)[O-])ccc2NC1c1ccc(F)c([N+](=O)[O-])c1, [Na+], [OH-]. The product is CC1(C)Cc2cc(C(=O)O)ccc2NC1c1ccc(F)c(N)c1. Reaction SMILES: [CH3:28][OH:29].[F:1][c:2]1[c:3]([N+:23]([O-:24])=[O:25])[cH:4][c:5]([CH:8]2[NH:9][c:10]3[cH:11][cH:12][c:13]([C:20](=[O:21])[O-:22])[cH:14][c:15]3[CH2:16][C:17]2([CH3:18])[CH3:19])[cH:6][cH:7]1.[Na+:27].[OH-:26]>>[F:1][c:2]1[c:3]([NH2:23])[cH:4][c:5]([CH:8]2[NH:9][c:10]3[cH:11][cH:12][c:13]([C:20](=[O:21])[OH:22])[cH:14][c:15]3[CH2:16][C:17]2([CH3:18])[CH3:19])[cH:6][cH:7]1. Reactants: CC(C)C(=O)c1c(C(C)(C)C)cc(C=O)cc1C(C)(C)C, CC(C)(C)NO, Cc1ccc(S(=O)(=O)O)cc1, c1ccccc1. Yields the product CC(C)C(=O)c1c(C(C)(C)C)cc(C=[N+]([O-])C(C)(C)C)cc1C(C)(C)C. Reaction SMILES: [C:1]([CH:2]([CH3:3])[CH3:4])(=[O:5])[c:6]1[c:7]([C:18]([CH3:19])([CH3:20])[CH3:21])[cH:8][c:9]([CH:10]=[O:11])[cH:12][c:13]1[C:14]([CH3:15])([CH3:16])[CH3:17].[C:22]([CH3:23])([CH3:24])([CH3:25])[NH:26][OH:27].[c:28]1([CH3:29])[cH:30][cH:31][c:32]([S:33]([OH:34])(=[O:35])=[O:36])[cH:37][cH:38]1.[cH:39]1[cH:40][cH:41][cH:42][cH:43][cH:44]1>>[C:1]([CH:2]([CH3:3])[CH3:4])(=[O:5])[c:6]1[c:7]([C:18]([CH3:19])([CH3:20])[CH3:21])[cH:8][c:9]([CH:10]=[N+:26]([C:22]([CH3:23])([CH3:24])[CH3:25])[O-:27])[cH:12][c:13]1[C:14]([CH3:15])([CH3:16])[CH3:17]. Reactants: CC(=O)Oc1c(C)c(C)c(O)c(C(C)=O)c1C, Cl, NOCCOc1ccc(CC2SC(=O)NC2=O)cc1. Product: CC(=O)Oc1c(C)c(C)c(O)c(C(C)=NOCCOc2ccc(CC3SC(=O)NC3=O)cc2)c1C. Reaction SMILES: [C:1]([CH3:2])(=[O:3])[O:4][c:5]1[c:6]([CH3:17])[c:7]([CH3:16])[c:8]([OH:15])[c:9]([C:12]([CH3:13])=[O:14])[c:10]1[CH3:11].[ClH:18].[NH2:19][O:20][CH2:21][CH2:22][O:23][c:24]1[cH:25][cH:26][c:27]([CH2:28][CH:29]2[C:30](=[O:35])[NH:31][C:32](=[O:34])[S:33]2)[cH:36][cH:37]1>>[C:1]([CH3:2])(=[O:3])[O:4][c:5]1[c:6]([CH3:17])[c:7]([CH3:16])[c:8]([OH:15])[c:9]([C:12]([CH3:13])=[N:19][O:20][CH2:21][CH2:22][O:23][c:24]2[cH:25][cH:26][c:27]([CH2:28][CH:29]3[C:30](=[O:35])[NH:31][C:32](=[O:34])[S:33]3)[cH:36][cH:37]2)[c:10]1[CH3:11]. Reactants: C(CC)C1=C(SC=C1)C1(C2=CC=CC=C2C=2C=CC=CC12)O (9-(3-propylthien-2-yl)-9H-fluoren-9-ol), COC([C@@H](NC(=O)OCC1C2=CC=CC=C2C=2C=CC=CC12)[C@H](O)C)=O (Nα -(9-fluorenylmethoxycarbonyl)-L-threonine methyl ester), OS(=O)(=O)O (H2SO4). Procedure: from 9-(3-propylthien-2-yl)-9H-fluoren-9-ol and Nα -(9-fluorenylmethoxycarbonyl)-L-threonine methyl ester following method A, using trifluoroacetic acid as catalyst in place of H2SO4 ; Reaction SMILES: [CH2:1]([C:4]1[CH:8]=[CH:7][S:6][C:5]=1[C:9]1([OH:22])[C:21]2[CH:20]=[CH:19][CH:18]=[CH:17][C:16]=2[C:15]2[C:10]1=[CH:11][CH:12]=[CH:13][CH:14]=2)[CH2:2][CH3:3].C[O:24][C:25](=[O:48])[C@H:26]([C@@H:45]([CH3:47])O)[NH:27]C(OCC1C2C=CC=CC=2C2C1=CC=CC=2)=O.OS(O)(=O)=O>FC(F)(F)C(O)=O>[CH2:1]([C:4]1[CH:8]=[CH:7][S:6][C:5]=1[C:9]1([O:22][C@H:45]([CH3:47])[C@@H:26]([C:25]([OH:48])=[O:24])[NH2:27])[C:10]2[CH:11]=[CH:12][CH:13]=[CH:14][C:15]=2[C:16]2[C:21]1=[CH:20][CH:19]=[CH:18][CH:17]=2)[CH2:2][CH3:3]. Reagents/catalysts: FC(C(=O)O)(F)F (trifluoroacetic acid). The product is C(CC)C1=C(SC=C1)C1(C2=CC=CC=C2C=2C=CC=CC12)O[C@@H]([C@H](N)C(=O)O)C (O-[9-(3-Propylthien-2-yl)-9H-fluoren-9-yl]-L-threonine).